describe an organic reaction: reactants, conditions, products, and yield From a dataset of the Open Reaction Database (ORD), a public repository of structured organic reaction records. The reactants are [K+].[Br-] (KBr), C1(=CC=CC=C1)NP(OC1=CC=CC=C1)(=O)Cl (phenyl N-phenylphosphoramidochloridate), °, N[C@@H](CCC(=O)OCC)C(=O)OCC (diethyl L-glutamate), C(#C)C1=C(C(=O)N[C@@H](CCC(=O)OCC)C(=O)OCC)C=CC=C1 (diethyl N-(ethynylbenzoyl)-L-glutamate). The solvent is CO (methanol), C(Cl)Cl (methylene chloride). Conditions: time 0.5 hour. Yields the product C(#C)C1=CC=C(C(=O)N[C@@H](CCC(=O)OCC)C(=O)OCC)C=C1 (Diethyl N-(4-ethynylbenzoyl)-L-glutamate). RXN SMILES: [C:1]1(NP(Cl)(=O)OC2C=CC=CC=2)C=CC=C[CH:2]=1.N[C@H](C(OCC)=O)CCC(OCC)=O.C([C:34]1[CH:55]=[CH:54][CH:53]=[CH:52][C:35]=1[C:36]([NH:38][C@H:39]([C:47]([O:49][CH2:50][CH3:51])=[O:48])[CH2:40][CH2:41][C:42]([O:44][CH2:45][CH3:46])=[O:43])=[O:37])#C.[K+].[Br-]>C(Cl)Cl.CO>[C:1]([C:54]1[CH:55]=[CH:34][C:35]([C:36]([NH:38][C@H:39]([C:47]([O:49][CH2:50][CH3:51])=[O:48])[CH2:40][CH2:41][C:42]([O:44][CH2:45][CH3:46])=[O:43])=[O:37])=[CH:52][CH:53]=1)#[CH:2] |f:3.4|. Reported procedure: To a solution of 0.55 g of 4-ethynylbenzoic acid (obtained from tert.-butyl 4-ethynylbenzoate in 84% yield by hydrolysis with trifluoroacetic acid) in 50 ml of anhydrous ether and 25 ml of anhydrous tetrahydrofuran is added 1.58 ml of triethylamine. This is followed by 1.00 g of phenyl N-phenylphosphoramidochloridate. After stirring the reaction mixture at room temperature under nitrogen for 0.5 hour, 0.90 g of diethyl L-glutamate is added in one portion. The mixture is allowed to stir for anoth... Reactants: ClC=1C=C(C=CC1)NC(C1=CC(=C(C=C1)N=[N+]=[N-])C(F)(F)F)=O (N-3-chlorophenyl 4-azido-3-trifluoromethylbenzamide), [H][H] (hydrogen). The reagents and catalysts are [Pd] (Pd). Solvent: C(C)O (ethanol). The product is NC1=CC=C(C(=O)N)C=C1 (4-aminobenzamide). RXN SMILES: ClC1C=C([NH:8][C:9](=[O:23])[C:10]2[CH:15]=[CH:14][C:13]([N:16]=[N+]=[N-])=[C:12](C(F)(F)F)[CH:11]=2)C=CC=1.[H][H]>C(O)C.[Pd]>[NH2:16][C:13]1[CH:14]=[CH:15][C:10]([C:9]([NH2:8])=[O:23])=[CH:11][CH:12]=1. Reported procedure: The N-3-chlorophenyl 4-azido-3-trifluoromethylbenzamide compound from Step 18c was reduced under 1 atm of hydrogen in the presence of Pd/ in ethanol to the give the corresponding 4-aminobenzamide, which was used without purification in Step 72b. Reactants: NCCCO (3-aminopropanol), C1(=CC=C(C=C1)S(=O)(=O)O)C (toluene-p-sulphonic acid), C1(=CC=CC=C1)C1(C(NC2=CC=CC=C12)=O)O (3-Phenyl-3-hydroxy-3H-indol-2-one), O (water). The solvent is C=1(C(=CC=CC1)C)C (xylene). Yields the product OCCCNC1=NC2=CC=CC=C2C1(O)C1=CC=CC=C1 (2-(3-Hydroxypropylamino)-3-phenyl-3H-indol-3-ol). Reaction SMILES: [C:1]1([C:7]2([OH:17])[C:15]3[C:10](=[CH:11][CH:12]=[CH:13][CH:14]=3)[NH:9][C:8]2=O)[CH:6]=[CH:5][CH:4]=[CH:3][CH:2]=1.[NH2:18][CH2:19][CH2:20][CH2:21][OH:22].C1(C)C=CC(S(O)(=O)=O)=CC=1.O>C1(C)C(C)=CC=CC=1>[OH:22][CH2:21][CH2:20][CH2:19][NH:18][C:8]1[C:7]([C:1]2[CH:6]=[CH:5][CH:4]=[CH:3][CH:2]=2)([OH:17])[C:15]2[C:10](=[CH:11][CH:12]=[CH:13][CH:14]=2)[N:9]=1. Procedure details: 3-Phenyl-3-hydroxy-3H-indol-2-one (4.5 g.) was heated under reflux with 3-aminopropanol (6.0 g.) in xylene (100 ml.) and toluene-p-sulphonic acid (150 mg) in an apparatus fitted with a water separator. After 24 hours the reaction mixture was cooled. The product crystallised and was filtered off and recrystallised from methanol to give the title compound, 3.81 g., m.p. 215°-217°C. (Found C, 72.4; H, 6.7; N. 9.9, C17H18N2O2 requires C, 72.3; H, 6.4; N, 9.9%). Conditions: time 8 hour. Product: BrC=1N(C(=C(C1C#N)Br)Br)C#N (2,4,5-Tribromopyrrole-1,3-dicarbonitrile). Reaction SMILES: CC(C)([O-])C.[K+].[Br:7][C:8]1[NH:9][C:10]([Br:16])=[C:11]([Br:15])[C:12]=1[C:13]#[N:14].[N:17]#[C:18]Br>O1CCCC1.O>[Br:7][C:8]1[N:9]([C:18]#[N:17])[C:10]([Br:16])=[C:11]([Br:15])[C:12]=1[C:13]#[N:14] |f:0.1|. Reported procedure: Potassium t-butoxide (614 mg, 5.74 mmol) is added in portions at room temperature to a solution of 2,4,5-tribromopyrrole-3-carbonitrile (1.50 g, 4.56 mmol) in anhydrous tetrahydrofuran (20 mL). After 15 minutes a solution of cyanogen bromide (177 mg, 5.74 mmol) in tetrahydrofuran (5 mL) is added dropwise. The reaction solution is stirred at room temperature overnight as it turns cloudy. The mixture is diluted with water and extracted with ethyl acetate. The organic layer is washed with water and... Yield: 74.4%. Starting materials: CC(C)([O-])C.[K+] (Potassium t-butoxide), BrC=1NC(=C(C1C#N)Br)Br (2,4,5-tribromopyrrole-3-carbonitrile), N#CBr (cyanogen bromide). The solvent is O1CCCC1 (tetrahydrofuran), O1CCCC1 (tetrahydrofuran), O (water).